Dataset: the Open Reaction Database (ORD), a public repository of structured organic reaction records. Task: describe an organic reaction: reactants, conditions, products, and yield The reactants are C([O-])([O-])=O.[Cs+].[Cs+] (cesium carbonate), COCCOC (DME), C(C1=CC=CC=C1)OC=1C=CC(=C(C1)C1=NOC(C1)(C(=O)OC(C)(C)C)CC(=O)OC(C)(C)C)Br (tert-butyl 3-(5-(benzyloxy)-2-bromophenyl)-5-(2-tert-butoxy-2-oxoethyl)-4,5-dihydro-1,2-oxazole-5-carboxylate), C1(=CCCCC1)B1OC(C(O1)(C)C)(C)C (2-(cyclohex-1-en-1-yl)-4,4,5,5-tetramethyl-1,3,2-dioxaborolane). The reagents and catalysts are C1=CC=C(C=C1)P([C-]2C=CC=C2)C3=CC=CC=C3.C1=CC=C(C=C1)P([C-]2C=CC=C2)C3=CC=CC=C3.Cl[Pd]Cl.[Fe+2] ([1,1′-bis(diphenylphosphino)ferrocene]palladium(II) dichloride). Solvent: O (water). Product: C(C1=CC=CC=C1)OC=1C=CC(=C(C1)C1=NOC(C1)(C(=O)OC(C)(C)C)CC(=O)OC(C)(C)C)C1=CCCCC1 (tert-Butyl 3-(5-(benzyloxy)-2-(cyclohex-1-en-1-yl)phenyl)-5-(2-tert-butoxy-2-oxoethyl)-4,5-dihydro-1,2-oxazole-5-carboxylate). Yield: 58.9%. RXN SMILES: [CH2:1]([O:8][C:9]1[CH:10]=[CH:11][C:12](Br)=[C:13]([C:15]2[CH2:19][C:18]([CH2:27][C:28]([O:30][C:31]([CH3:34])([CH3:33])[CH3:32])=[O:29])([C:20]([O:22][C:23]([CH3:26])([CH3:25])[CH3:24])=[O:21])[O:17][N:16]=2)[CH:14]=1)[C:2]1[CH:7]=[CH:6][CH:5]=[CH:4][CH:3]=1.[C:36]1(B2OC(C)(C)C(C)(C)O2)[CH2:41][CH2:40][CH2:39][CH2:38][CH:37]=1.C(=O)([O-])[O-].[Cs+].[Cs+].COCCOC>C1C=CC(P(C2C=CC=CC=2)[C-]2C=CC=C2)=CC=1.C1C=CC(P(C2C=CC=CC=2)[C-]2C=CC=C2)=CC=1.Cl[Pd]Cl.[Fe+2].O>[CH2:1]([O:8][C:9]1[CH:10]=[CH:11][C:12]([C:36]2[CH2:41][CH2:40][CH2:39][CH2:38][CH:37]=2)=[C:13]([C:15]2[CH2:19][C:18]([CH2:27][C:28]([O:30][C:31]([CH3:34])([CH3:33])[CH3:32])=[O:29])([C:20]([O:22][C:23]([CH3:26])([CH3:25])[CH3:24])=[O:21])[O:17][N:16]=2)[CH:14]=1)[C:2]1[CH:7]=[CH:6][CH:5]=[CH:4][CH:3]=1 |f:2.3.4,6.7.8.9|. Reported procedure: A mixture of tert-butyl 3-(5-(benzyloxy)-2-bromophenyl)-5-(2-tert-butoxy-2-oxoethyl)-4,5-dihydro-1,2-oxazole-5-carboxylate (200 mg), 2-(cyclohex-1-en-1-yl)-4,4,5,5-tetramethyl-1,3,2-dioxaborolane (114 mg), [1,1′-bis(diphenylphosphino)ferrocene]palladium(II) dichloride (26.8 mg), a 2 M aqueous cesium carbonate solution (0.366 mL), and DME (2 mL) was stirred overnight at 90 C in a nitrogen atmosphere. To the reaction mixture, water was added, followed by extraction with ethyl acetate. The extract ... Reactants: CCCN(CCC)CCCCN(CC(=O)OC)Cc1ccc(CN(Cc2nccn2C)Cc2nccn2C)cc1, Cl. Product: CCCN(CCC)CCCCN(CC(=O)O)Cc1ccc(CN(Cc2nccn2C)Cc2nccn2C)cc1. RXN SMILES: [CH3:1][O:2][C:3]([CH2:4][N:5]([CH2:6][CH2:7][CH2:8][CH2:9][N:10]([CH2:11][CH2:12][CH3:13])[CH2:14][CH2:15][CH3:16])[CH2:17][c:18]1[cH:19][cH:20][c:21]([CH2:24][N:25]([CH2:26][c:27]2[n:28]([CH3:32])[cH:29][cH:30][n:31]2)[CH2:33][c:34]2[n:35]([CH3:39])[cH:36][cH:37][n:38]2)[cH:22][cH:23]1)=[O:40].[ClH:41]>>[O:2]=[C:3]([CH2:4][N:5]([CH2:6][CH2:7][CH2:8][CH2:9][N:10]([CH2:11][CH2:12][CH3:13])[CH2:14][CH2:15][CH3:16])[CH2:17][c:18]1[cH:19][cH:20][c:21]([CH2:24][N:25]([CH2:26][c:27]2[n:28]([CH3:32])[cH:29][cH:30][n:31]2)[CH2:33][c:34]2[n:35]([CH3:39])[cH:36][cH:37][n:38]2)[cH:22][cH:23]1)[OH:40]. The reactants are COc1cc2nccc(Oc3ccc(N)c(C)c3C)c2cc1OC, Cc1ccc(C(=O)N=C=S)cc1, Cc1ccccc1, CCO. Product: COc1cc2nccc(Oc3ccc(NC(=S)NC(=O)c4ccc(C)cc4)c(C)c3C)c2cc1OC. RXN SMILES: [CH3:13][O:14][c:15]1[cH:16][c:17]2[c:18]([O:27][c:28]3[c:29]([CH3:36])[c:30]([CH3:35])[c:31]([NH2:32])[cH:33][cH:34]3)[cH:19][cH:20][n:21][c:22]2[cH:23][c:24]1[O:25][CH3:26].[CH3:1][c:2]1[cH:3][cH:4][c:5]([C:8](=[O:9])[N:10]=[C:11]=[S:12])[cH:6][cH:7]1.[CH3:37][c:38]1[cH:39][cH:40][cH:41][cH:42][cH:43]1.[CH3:44][CH2:45][OH:46]>>[CH3:1][c:2]1[cH:3][cH:4][c:5]([C:8](=[O:9])[NH:10][C:11](=[S:12])[NH:32][c:31]2[c:30]([CH3:35])[c:29]([CH3:36])[c:28]([O:27][c:18]3[c:17]4[cH:16][c:15]([O:14][CH3:13])[c:24]([O:25][CH3:26])[cH:23][c:22]4[n:21][cH:20][cH:19]3)[cH:34][cH:33]2)[cH:6][cH:7]1. The reactants are CO (MeOH), N1N=CC=C1C1CN(CCC1)C(=O)OCC1=CC=CC=C1 (benzyl 3-(1H-pyrazol-5-yl)piperidine-1-carboxylate), C(Cl)Cl (DCM), Cl (HCl). Solvent: O1CCOCC1 (dioxane). The product is N1N=CC=C1C1CNCCC1 (3-(1H-pyrazol-5-yl)piperidine). The yield is 56.8%. As a reaction SMILES: [NH:1]1[C:5]([CH:6]2[CH2:11][CH2:10][CH2:9][N:8](C(OCC3C=CC=CC=3)=O)[CH2:7]2)=[CH:4][CH:3]=[N:2]1.Cl.C(Cl)Cl.CO>O1CCOCC1>[NH:1]1[C:5]([CH:6]2[CH2:11][CH2:10][CH2:9][NH:8][CH2:7]2)=[CH:4][CH:3]=[N:2]1. Procedure details: A 250-mL round-bottom flask was charged with a solution of benzyl 3-(1H-pyrazol-5-yl)piperidine-1-carboxylate (14 g, 46.61 mmol, 1.00 equiv, 95%) in dioxane (100 mL). To the mixture was added conc.HCl (60 mL, 36%). The resulting mixture was refluxed for 2 hours. The progress was monitored by TLC (DCM:MeOH=10:1). Upon completion, the resulting mixture was concentrated on a rotary evaporator. Then, pH was adjusted to 9 with saturated aqueous Na2CO3. The resulting mixture was then extracted with TH...